The task is: describe an organic reaction: reactants, conditions, products, and yield. This data is from the Open Reaction Database (ORD), a public repository of structured organic reaction records. Reactants: [N+](=O)(O)[O-] (nitric acid), ClC=1C(=C(C(=C(C1)Cl)Cl)Cl)Cl (pentachlorobenzene), S(O)(O)(=O)=O (sulfuric acid), Cl (HCl), [N+](=O)(O)[O-] (nitric acid), [N+](=O)(O)[O-] (nitric acid), Cl (HCl). Conditions: temperature 125 celsius. Yields the product ClC1=C(C(=C(C(=C1[N+](=O)[O-])Cl)Cl)Cl)Cl (pentachloronitrobenzene). As a reaction SMILES: [Cl:1][C:2]1[C:3]([Cl:11])=[C:4]([Cl:10])[C:5]([Cl:9])=[C:6]([Cl:8])[CH:7]=1.[N+:12]([O-])([OH:14])=[O:13].S(=O)(=O)(O)O.Cl>>[Cl:1][C:2]1[C:7]([N+:12]([O-:14])=[O:13])=[C:6]([Cl:8])[C:5]([Cl:9])=[C:4]([Cl:10])[C:3]=1[Cl:11]. Reported procedure: Into a three-neck 300 ml flask equipped with a mechanical agitator, thermometer and condenser was charged 50 g of 99.7% pure powdered pentachlorobenzene which was heated to 105°-110° C. by means of an oil bath. The flask was then charged with 113 g of mixed nitric acid which contained 16.5% by weight nitric acid and 83.5% by weight sulfuric acid. This mixed nitric acid was gradually added over a period of three hours while the reaction mixture was stirred. Following this addition, the reaction m... Starting materials: C1(=CC=CC=C1)P(C1=CC=CC=C1)C1=CC=CC=C1 (triphenylphosphine), ClC=1C(C(=C(C(C1Cl)=O)C#N)C#N)=O (2,3-dichloro-5,6-dicyanobenzoquinone), BrC=1C=CC(=C(C1)/C(/C)=N/O)O ((E)-1-(5-bromo-2-hydroxyphenyl)ethanone oxime). The solvent is C(Cl)Cl (CH2Cl2). Run at time 10 minute. The product is BrC=1C=CC2=C(C(=NO2)C)C1 (5-bromo-3-methylbenzo[d]isoxazole). Yield: 65.1%. As a reaction SMILES: C1(P(C2C=CC=CC=2)C2C=CC=CC=2)C=CC=CC=1.ClC1C(=O)C(C#N)=C(C#N)C(=O)C=1Cl.[Br:34][C:35]1[CH:36]=[CH:37][C:38]([OH:45])=[C:39](/[C:41](=[N:43]/O)/[CH3:42])[CH:40]=1>C(Cl)Cl>[Br:34][C:35]1[CH:36]=[CH:37][C:38]2[O:45][N:43]=[C:41]([CH3:42])[C:39]=2[CH:40]=1. Reported procedure: To a stirred solution of triphenylphosphine (6.8 g, 26.1 mmol) and 2,3-dichloro-5,6-dicyanobenzoquinone (DDQ) (3.9 g, 26.1 mmol) in CH2Cl2 (50 mL) was added (E)-1-(5-bromo-2-hydroxyphenyl)ethanone oxime (11) (5.0 g, 21.73 mmol) in small portions over a period of 15 min. The mixture was stirred for additional 10 min at room temperature and then the solvent was removed under reduced pressure. The residue was purified by flash column chromatography (silica gel, eluting with 5% ethyl acetate and hex...